From a dataset of the Open Reaction Database (ORD), a public repository of structured organic reaction records. describe an organic reaction: reactants, conditions, products, and yield Reactants: COC1=CC2=C(N=CS2)C=C1 (6-Methoxy-1,3-benzothiazole), BrC=1C=NC(=NC1)NC (5-bromo-N-methylpyrimidin-2-amine), CCOC(=O)C (EtOAc), COC1=NC=C(C=N1)C=1SC2=C(N1)C=CC=C2 (2-(2-methoxypyrimidin-5-yl)-1,3-benzothiazole). Run in O (water). Run at temperature 170 celsius. Yields the product COC=1C=CC2=C(N=C(S2)C=2C=CC(=NC2)NC)C1 (5-(5-Methoxy-1,3-benzothiazol-2-yl)-N-methylpyridin-2-amine). Reaction SMILES: CO[C:3]1[CH:11]=[CH:10][C:6]2[N:7]=[CH:8][S:9][C:5]=2[CH:4]=1.Br[C:13]1[CH:14]=N[C:16]([NH:19][CH3:20])=[N:17][CH:18]=1.[CH3:21][O:22]C1N=CC(C2SC3C=CC=CC=3N=2)=CN=1.[CH3:38]COC(C)=O>O>[CH3:21][O:22][C:11]1[CH:3]=[CH:4][C:5]2[S:9][C:8]([C:13]3[CH:14]=[CH:38][C:16]([NH:19][CH3:20])=[N:17][CH:18]=3)=[N:7][C:6]=2[CH:10]=1. Procedure: 6-Methoxy-1,3-benzothiazole (0.100 g, 0.61 mmol) and 5-bromo-N-methylpyrimidin-2-amine (0.171 g, 0.91 mmol) were reacted according to the procedure used for the preparation of 2-(2-methoxypyrimidin-5-yl)-1,3-benzothiazole with the exception that the reaction was heated at 170° C. in a microwave reactor for 1.5 h. The reaction mixture was diluted with EtOAc and water and the mixture was filtered. The phases were separated and the aqueous layer was extracted with EtOAc (3×). The organic phase was ... The reactants are Cn1c(CN2CCC(C(C)(C)O)CC2)nc2c(N3CCOCC3)nc(Cl)nc21, O=S(=O)(c1ccccc1)n1cc(B(O)O)c2ccccc21. Yields the product Cn1c(CN2CCC(C(C)(C)O)CC2)nc2c(N3CCOCC3)nc(-c3cn(S(=O)(=O)c4ccccc4)c4ccccc34)nc21. As a reaction SMILES: [Cl:1][c:2]1[n:3][c:4]([N:23]2[CH2:24][CH2:25][O:26][CH2:27][CH2:28]2)[c:5]2[n:6][c:7]([CH2:12][N:13]3[CH2:14][CH2:15][CH:16]([C:19]([CH3:20])([CH3:21])[OH:22])[CH2:17][CH2:18]3)[n:8]([CH3:11])[c:9]2[n:10]1.[c:29]1([S:35](=[O:36])(=[O:37])[n:38]2[cH:39][c:40]([B:47]([OH:48])[OH:49])[c:41]3[cH:42][cH:43][cH:44][cH:45][c:46]23)[cH:30][cH:31][cH:32][cH:33][cH:34]1>>[c:2]1(-[c:40]2[cH:39][n:38]([S:35]([c:29]3[cH:30][cH:31][cH:32][cH:33][cH:34]3)(=[O:36])=[O:37])[c:46]3[c:41]2[cH:42][cH:43][cH:44][cH:45]3)[n:3][c:4]([N:23]2[CH2:24][CH2:25][O:26][CH2:27][CH2:28]2)[c:5]2[n:6][c:7]([CH2:12][N:13]3[CH2:14][CH2:15][CH:16]([C:19]([CH3:20])([CH3:21])[OH:22])[CH2:17][CH2:18]3)[n:8]([CH3:11])[c:9]2[n:10]1. The reactants are CNC (Dimethylamine), C(#N)C=1C(=NC(=CC1C)Cl)Cl (3-cyano-2,6-dichloro-4-methylpyridine). Solvent: O1CCOCC1 (dioxan), C(C)(=O)OCC (ethyl acetate). Reaction conditions: time 2 hour. Yields the product ClC1=NC(=CC(=C1C#N)C)N(C)C (2-Chloro-3-cyano-6-(N,N-dimethylamino)-4-methylpyridine). Reaction SMILES: [CH3:1][NH:2][CH3:3].[C:4]([C:6]1[C:7]([Cl:14])=[N:8][C:9](Cl)=[CH:10][C:11]=1[CH3:12])#[N:5]>O1CCOCC1.C(OCC)(=O)C>[Cl:14][C:7]1[C:6]([C:4]#[N:5])=[C:11]([CH3:12])[CH:10]=[C:9]([N:2]([CH3:3])[CH3:1])[N:8]=1. Reported procedure: Dimethylamine (8 mL) was added to a solution of 3-cyano-2,6-dichloro-4-methylpyridine (11.6 g) in dioxan (100 mL). After stirring for 2 hours the reaction mixture was diluted with ethyl acetate (1 L), washed with water, dried, filtered, and evaporated to a volume of 20 mL. The crystalline material was filtered to give 5.4 g of the title compound, suitable for use in the next reaction. Starting materials: CC(C)(C)OC(=O)N1CCCC1c1ncc(-c2ccc(B3OC(C)(C)C(C)(C)O3)cc2)[nH]1, C1COCCO1, CCOCC, ClCCl, Cl. The product is Cl, CC1(C)OB(c2ccc(-c3cnc(C4CCCN4)[nH]3)cc2)OC1(C)C. RXN SMILES: [C:2]([O:3][C:4](=[O:5])[N:9]1[CH:10]([c:14]2[nH:15][c:16](-[c:19]3[cH:20][cH:21][c:22]([B:25]4[O:26][C:27]([CH3:32])([CH3:33])[C:28]([CH3:30])([CH3:31])[O:29]4)[cH:23][cH:24]3)[cH:17][n:18]2)[CH2:11][CH2:12][CH2:13]1)([CH3:6])([CH3:7])[CH3:8].[CH2:39]1[O:40][CH2:41][CH2:42][O:43][CH2:44]1.[CH3:34][CH2:35][O:36][CH2:37][CH3:38].[Cl:45][CH2:46][Cl:47].[ClH:1]>>[ClH:1].[NH:9]1[CH:10]([c:14]2[nH:15][c:16](-[c:19]3[cH:20][cH:21][c:22]([B:25]4[O:26][C:27]([CH3:32])([CH3:33])[C:28]([CH3:30])([CH3:31])[O:29]4)[cH:23][cH:24]3)[cH:17][n:18]2)[CH2:11][CH2:12][CH2:13]1.